describe an organic reaction: reactants, conditions, products, and yield From a dataset of the Open Reaction Database (ORD), a public repository of structured organic reaction records. Conditions: time 15 hour. Isolated yield 65.0%. Yields the product C(=O)NCC=1N=CC=2N(C3=CC=CC=C3C2C1)CC1=C(C=CC(=C1)Cl)Cl (N-formyl-[9-(2,5-dichlorobenzyl)-9H-β-carbolin-3-yl]methylamine). Procedure: Reduction of this azide to the corresponding amine was carried out according to a published procedure of Gartiser et al., Tetrahedron Lett., 1983, 24:1609. A suspension of 3-azidomethyl-9-(2,5-dichlorobenzyl)-9H-β-carboline (4.60 g, 12 mmol), ammonium formate (3.90 g, 61.7 mmol), and 10% Pd-on-carbon (2.0 g, 20mol %) in ethanol (200 mL) was stirred at room temperature under nitrogen for 15 hours. The reaction mixture was filtered to remove the solids, and the filtrate concentrated and diluted wi... RXN SMILES: [N:1]([CH2:4][C:5]1[N:6]=[CH:7][C:8]2[N:9]([CH2:18][C:19]3[CH:24]=[C:23]([Cl:25])[CH:22]=[CH:21][C:20]=3[Cl:26])[C:10]3[C:15]([C:16]=2[CH:17]=1)=[CH:14][CH:13]=[CH:12][CH:11]=3)=[N+]=[N-].[CH:27]([O-])=[O:28].[NH4+]>C(O)C>[CH:27]([NH:1][CH2:4][C:5]1[N:6]=[CH:7][C:8]2[N:9]([CH2:18][C:19]3[CH:24]=[C:23]([Cl:25])[CH:22]=[CH:21][C:20]=3[Cl:26])[C:10]3[C:15]([C:16]=2[CH:17]=1)=[CH:14][CH:13]=[CH:12][CH:11]=3)=[O:28] |f:1.2|. The reactants are N(=[N+]=[N-])CC=1N=CC=2N(C3=CC=CC=C3C2C1)CC1=C(C=CC(=C1)Cl)Cl (3-azidomethyl-9-(2,5-dichlorobenzyl)-9H-β-carboline), amine, N(=[N+]=[N-])CC=1N=CC=2N(C3=CC=CC=C3C2C1)CC1=C(C=CC(=C1)Cl)Cl (3-azidomethyl-9-(2,5-dichlorobenzyl)-9H-β-carboline), C(=O)[O-].[NH4+] (ammonium formate), Pd on-carbon. Run in C(C)O (ethanol). Starting materials: CCOC(=O)C(Cc1ccccc1)Cc1c(O)c2ccccc2oc1=O, CCO, [Na+], [OH-]. Yields the product O=C(O)C(Cc1ccccc1)Cc1c(O)c2ccccc2oc1=O. As a reaction SMILES: [CH2:1]([CH3:2])[O:3][C:4]([CH:5]([CH2:6][c:7]1[c:8](=[O:18])[o:9][c:10]2[cH:11][cH:12][cH:13][cH:14][c:15]2[c:16]1[OH:17])[CH2:19][c:20]1[cH:21][cH:22][cH:23][cH:24][cH:25]1)=[O:26].[CH3:29][CH2:30][OH:31].[Na+:28].[OH-:27]>>[O:3]=[C:4]([CH:5]([CH2:6][c:7]1[c:8](=[O:18])[o:9][c:10]2[cH:11][cH:12][cH:13][cH:14][c:15]2[c:16]1[OH:17])[CH2:19][c:20]1[cH:21][cH:22][cH:23][cH:24][cH:25]1)[OH:26]. Reactants: FC(OC1=CC=C(N)C=C1)(F)F (4-trifluoromethoxy-aniline), N (ammonia), BrBr (bromine), [S-]C#N.[K+] (potassium thiocyanate). The solvent is O (water), C(C)(=O)O (acetic acid), C(C)(=O)O (acetic acid). Run at time 1 hour. Yields the product NC=1SC2=C(N1)C=CC(=C2)OC(F)(F)F (2-amino-6-trifluoromethoxy-benzothiazole). The yield is 69.3%. Reaction SMILES: BrBr.[F:3][C:4]([F:14])([F:13])[O:5][C:6]1[CH:12]=[CH:11][C:9]([NH2:10])=[CH:8][CH:7]=1.[S-:15][C:16]#[N:17].[K+].N>C(O)(=O)C.O>[NH2:17][C:16]1[S:15][C:11]2[CH:12]=[C:6]([O:5][C:4]([F:13])([F:14])[F:3])[CH:7]=[CH:8][C:9]=2[N:10]=1 |f:2.3|. Procedure details: A solution of 77 g of bromine in 220 ml of acetic acid is added drop by drop, in a period of one hour, to a solution of 84 g of 4-trifluoromethoxy-aniline and 187 g of potassium thiocyanate in 500 ml of acetic acid. The mixture is stirred overnight at the ambient temperature. The reaction mixture is then poured into 2 liters of water. The resulting mixture is cooled in an icebath and neutralized by addition of ammonia. The insoluble material is separated by filtration, washed with water, then re... Starting materials: C(C)(C)(C)[Li] (tert-butyllithium), BrC1=CC=C(C=C1)N1CCN(CC1)C (1-(4-bromo-phenyl)-4-methyl-piperazine), ClC1=C(C=C(C(=O)N(C)OC)C=C1)S(N)(=O)=O (4-chloro-N-methoxy-N-methyl-3-sulfamoyl-benzamide). Solvent: O1CCCC1 (tetrahydrofuran), O1CCCC1 (tetrahydrofuran). Conditions: temperature 0 celsius. The product is ClC1=C(C=C(C=C1)C(C1=CC=C(C=C1)N1CCN(CC1)C)=O)S(=O)(=O)N (2-chloro-5-[4-(4-methyl-piperazin-1-yl)-benzoyl]-benzenesulfonamide). As a reaction SMILES: Br[C:2]1[CH:7]=[CH:6][C:5]([N:8]2[CH2:13][CH2:12][N:11]([CH3:14])[CH2:10][CH2:9]2)=[CH:4][CH:3]=1.C([Li])(C)(C)C.[Cl:20][C:21]1[CH:32]=[CH:31][C:24]([C:25](N(OC)C)=[O:26])=[CH:23][C:22]=1[S:33](=[O:36])(=[O:35])[NH2:34]>O1CCCC1>[Cl:20][C:21]1[CH:32]=[CH:31][C:24]([C:25](=[O:26])[C:2]2[CH:7]=[CH:6][C:5]([N:8]3[CH2:13][CH2:12][N:11]([CH3:14])[CH2:10][CH2:9]3)=[CH:4][CH:3]=2)=[CH:23][C:22]=1[S:33]([NH2:34])(=[O:36])=[O:35]. Procedure details: A solution of 0.275 g of 1-(4-bromo-phenyl)-4-methyl-piperazine in tetrahydrofuran (90 mL) is cooled to −78° C. and treated with 1.44 mL of tert-butyllithium (1.5 M in pentane). After 15 min at −78° C. the reaction mixture is treated with 0.1 g of 4-chloro-N-methoxy-N-methyl-3-sulfamoyl-benzamide in tetrahydrofuran (3 mL). The temperature is then increased slowly to 0° C. and after completion the reaction is quenched by addition of 2 mL of saturated aqueous ammonium chloride and extracted with d...